describe an organic reaction: reactants, conditions, products, and yield From a dataset of the Open Reaction Database (ORD), a public repository of structured organic reaction records. Reactants: ClC=1C=C2C(C(=COC2=CC1)I)=O (6-chloro-3-iodo-chromone), C(#C)C1=CC=C(N)C=C1 (4-ethynylaniline), ClC=1C=C2C(C(=COC2=CC1)I)=O (6-chloro-3-iodo-chromone), NN (hydrazine), C(C)(C)N(CC)C(C)C (diisopropylethylamine). The reagents and catalysts are Cl[Pd]([P](C1=CC=CC=C1)(C2=CC=CC=C2)C3=CC=CC=C3)([P](C4=CC=CC=C4)(C5=CC=CC=C5)C6=CC=CC=C6)Cl (PdCl2(PPh3)2), [Cu]I (CuI). Run in CC#N (CH3CN). Product: NC1=CC=C(C=C1)C#CC=1C(=NNC1)C1=C(C=CC(=C1)Cl)O (2-[4-(4-Amino-phenylethynyl)-1H-pyrazol-3-yl]-4-chloro-phenol). Yield: 48.7%. RXN SMILES: [Cl:1][C:2]1[CH:3]=[C:4]2[C:9](=[CH:10][CH:11]=1)[O:8][CH:7]=[C:6](I)[C:5]2=O.[C:14]([C:16]1[CH:22]=[CH:21][C:19]([NH2:20])=[CH:18][CH:17]=1)#[CH:15].C(N(C(C)C)CC)(C)C.[NH2:32][NH2:33]>Cl[Pd](Cl)([P](C1C=CC=CC=1)(C1C=CC=CC=1)C1C=CC=CC=1)[P](C1C=CC=CC=1)(C1C=CC=CC=1)C1C=CC=CC=1.[Cu]I.CC#N>[NH2:20][C:19]1[CH:21]=[CH:22][C:16]([C:14]#[C:15][C:6]2[C:5]([C:4]3[CH:3]=[C:2]([Cl:1])[CH:11]=[CH:10][C:9]=3[OH:8])=[N:32][NH:33][CH:7]=2)=[CH:17][CH:18]=1 |^1:36,55|. Procedure: To a mixture of 6-chloro-3-iodo-chromone (1A, 6.12 g, 20 mmol) and 4-ethynylaniline (2.32 g, 24 mmol) and PdCl2(PPh3)2 (0.28 g, 0.4 mmol) and CuI (38 mg, 0.2 mmol) was added anhydrous CH3CN (200 mL). Upon stirring, diisopropylethylamine (DIPEA, 14 mL, 80 mmol) was added slowly to the above mixture. The reaction mixture was stirred at rt for 7 h. LCMS indicated all of 1A was consumed. Anhydrous hydrazine (5.3 mL, 80 mmol) was then added. The mixture was stirred at rt overnight. Solvent was remove...